From a dataset of the Open Reaction Database (ORD), a public repository of structured organic reaction records. describe an organic reaction: reactants, conditions, products, and yield Starting materials: C(#N)C1=CC=C(C=O)C=C1 (4-Cyanobenzaldehyde), O1CC(NC2=C1C=CC=C2)=O (2H-1,4-benzoxazin-3(4H)-one), C(C)(=O)OC(C)=O (acetic anhydride). Run in C(C)N(CC)CC (triethylamine). Run at time 8 hour. The product is C(#N)C1=CC=C(C=C1)C=C1OC2=C(NC1=O)C=CC=C2 (2-[(4-Cyanophenyl)methylene]-2H-1,4-benzoxazin-3(4H)-one). RXN SMILES: [C:1]([C:3]1[CH:10]=[CH:9][C:6]([CH:7]=O)=[CH:5][CH:4]=1)#[N:2].[O:11]1[C:16]2[CH:17]=[CH:18][CH:19]=[CH:20][C:15]=2[NH:14][C:13](=[O:21])[CH2:12]1.C(OC(=O)C)(=O)C>C(N(CC)CC)C>[C:1]([C:3]1[CH:10]=[CH:9][C:6]([CH:7]=[C:12]2[C:13](=[O:21])[NH:14][C:15]3[CH:20]=[CH:19][CH:18]=[CH:17][C:16]=3[O:11]2)=[CH:5][CH:4]=1)#[N:2]. Reported procedure: 4-Cyanobenzaldehyde (1.98 g, 0.015 mol) was added to a mixture of 2H-1,4-benzoxazin-3(4H)-one (1.49 g, 0.01 mol), acetic anhydride (4 ml) and triethylamine (2 ml). The reaction mixture was refluxed for 7 h, left overnight at room temperature and poured into crushed ice. The precipitated solid was collected by filtration and washed with acetonitrile. The crude product was purified by recrystalization from DMF:ethanol.